This data is from the Open Reaction Database (ORD), a public repository of structured organic reaction records. The task is: describe an organic reaction: reactants, conditions, products, and yield Reactants: CC1=CC(=NC=C1[N+](=O)[O-])N (4-Methyl-5-nitro-pyridin-2-ylamine), COC(OC)N(C)C (dimethoxymethyl-dimethylamine). Run at temperature 120 celsius, time 4 day. Product: CN(/C=C/C1=CC(=NC=C1[N+](=O)[O-])N=CN(C)C)C (N′-[4-((E)-2-Dimethylamino-vinyl)-5-nitro-pyridin-2-yl]-N,N-dimethyl-formamidine). Isolated yield 101.0%. RXN SMILES: [CH3:1][C:2]1[C:7]([N+:8]([O-:10])=[O:9])=[CH:6][N:5]=[C:4]([NH2:11])[CH:3]=1.CO[CH:14]([N:17]([CH3:19])[CH3:18])OC>>[CH3:14][N:17]([CH3:19])/[CH:18]=[CH:1]/[C:2]1[C:7]([N+:8]([O-:10])=[O:9])=[CH:6][N:5]=[C:4]([N:11]=[CH:14][N:17]([CH3:19])[CH3:18])[CH:3]=1. Procedure: 4-Methyl-5-nitro-pyridin-2-ylamine (Aldrich, 4.80 g, 31.4 mmol) was suspended in dimethoxymethyl-dimethylamine (50 mL) and the mixture was heated at about 120° C. in a sealed vessel with stirring for about 4 days. The reaction was cooled and concentrated to afford N′-[4-((E)-2-Dimethylamino-vinyl)-5-nitro-pyridin-2-yl]-N,N-dimethyl-formamidine (8.36 g, 101%) as a dark solid, RP HPLC (Table 1, Method e) Rt=1.62, m/z: (MH)+ 264. The crude product was then used in the next step without further puri... Procedure: The title compound was prepared as a white solid from reaction of N-azetidin-3-yl-2-(5-trifluoromethyl-1H-indazol-3-ylamino)-acetamide (as prepared in Example 41, Step A) and 4-hydroxy-4-thiazol-5-yl-cyclohexanone using the procedure described in Step E of Example 1. Reaction SMILES: [NH:1]1[CH2:4][CH:3]([NH:5][C:6](=[O:22])[CH2:7][NH:8][C:9]2[C:17]3[C:12](=[CH:13][CH:14]=[C:15]([C:18]([F:21])([F:20])[F:19])[CH:16]=3)[NH:11][N:10]=2)[CH2:2]1.[OH:23][C:24]1([C:31]2[S:35][CH:34]=[N:33][CH:32]=2)[CH2:29][CH2:28][C:27](=O)[CH2:26][CH2:25]1>>[OH:23][C:24]1([C:31]2[S:35][CH:34]=[N:33][CH:32]=2)[CH2:25][CH2:26][CH:27]([N:1]2[CH2:2][CH:3]([NH:5][C:6](=[O:22])[CH2:7][NH:8][C:9]3[C:17]4[C:12](=[CH:13][CH:14]=[C:15]([C:18]([F:20])([F:19])[F:21])[CH:16]=4)[NH:11][N:10]=3)[CH2:4]2)[CH2:28][CH2:29]1. The reactants are N1CC(C1)NC(CNC1=NNC2=CC=C(C=C12)C(F)(F)F)=O (N-Azetidin-3-yl-2-(5-trifluoromethyl-1H-indazol-3-ylamino)-acetamide), OC1(CCC(CC1)=O)C1=CN=CS1 (4-hydroxy-4-thiazol-5-yl-cyclohexanone). The product is OC1(CCC(CC1)N1CC(C1)NC(CNC1=NNC2=CC=C(C=C12)C(F)(F)F)=O)C1=CN=CS1 (N-[1-(4-Hydroxy-4-thiazol-5-yl-cyclohexyl)-azetidin-3-yl]-2-(5-trifluoromethyl-1H-indazol-3-ylamino)-acetamide). Starting materials: CN(C(OC(C)(C)C)=O)[C@H]1CNCCC1 ((R)-tert-Butyl methyl(piperidin-3-yl)carbamate), BrC=1C(=C2C(=NC1)NC=C2NC(C2=CN=CC=C2)=O)F (N-(5-bromo-4-fluoro-1H-pyrrolo[2,3-b]pyridin-3-yl)nicotinamide). Solvent: CCCCO (n-BuOH). Run at temperature 160 celsius, time 24 hour. Yields the product BrC=1C(=C2C(=NC1)NC=C2NC(C2=CN=CC=C2)=O)N2C[C@@H](CCC2)N(C(OC(C)(C)C)=O)C ((R)-tert-butyl 1-(5-bromo-3-(nicotinamido)-1H-pyrrolo[2,3-b]pyridin-4-yl)piperidin-3-yl(methyl)carbamate). RXN SMILES: [CH3:1][N:2]([C@@H:10]1[CH2:15][CH2:14][CH2:13][NH:12][CH2:11]1)[C:3](=[O:9])[O:4][C:5]([CH3:8])([CH3:7])[CH3:6].[Br:16][C:17]1[C:18](F)=[C:19]2[C:25]([NH:26][C:27](=[O:34])[C:28]3[CH:33]=[CH:32][CH:31]=[N:30][CH:29]=3)=[CH:24][NH:23][C:20]2=[N:21][CH:22]=1>CCCCO>[Br:16][C:17]1[C:18]([N:12]2[CH2:13][CH2:14][CH2:15][C@@H:10]([N:2]([CH3:1])[C:3](=[O:9])[O:4][C:5]([CH3:8])([CH3:6])[CH3:7])[CH2:11]2)=[C:19]2[C:25]([NH:26][C:27](=[O:34])[C:28]3[CH:33]=[CH:32][CH:31]=[N:30][CH:29]=3)=[CH:24][NH:23][C:20]2=[N:21][CH:22]=1. Procedure details: (R)-tert-Butyl methyl(piperidin-3-yl)carbamate (384 mg, 1.79 mmol) was added to N-(5-bromo-4-fluoro-1H-pyrrolo[2,3-b]pyridin-3-yl)nicotinamide (200 mg, 0.597 mmol, Example 1, Step I) in n-BuOH (3 mL), and the reaction was stirred at 160° C. for 24 hours in a sealed tube. The reaction was concentrated to dryness. The residue was then purified by chromatography (Biotage SP4, C-18 25M+ column, 10-90% CH3CN/water gradient, 30 CV) to yield (R)-tert-butyl 1-(5-bromo-3-(nicotinamido)-1H-pyrrolo[2,3-b]p... The reactants are solution, B(Br)(Br)Br (BBr3), C(Cl)(Cl)Cl (CHCl3), CO (CH3OH), resultant mixture, COC=1C=C2C=C(NC2=CC1)C (5-Methoxy-2-methyl-1H-indole). The solvent is ClCCl (dichloromethane), ClCCl (dichloromethane). Yields the product [NH4+].[OH-] (NH4OH), CC=1NC2=CC=C(C=C2C1)O (2-methyl-1H-indol-5-ol). The yield is 119.5%. As a reaction SMILES: C[O:2][C:3]1[CH:4]=[C:5]2[C:9](=[CH:10][CH:11]=1)[NH:8][C:7]([CH3:12])=[CH:6]2.B(Br)(Br)Br.C(Cl)(Cl)Cl.CO>ClCCl>[NH4+:8].[OH-:2].[CH3:12][C:7]1[NH:8][C:9]2[C:5]([CH:6]=1)=[CH:4][C:3]([OH:2])=[CH:11][CH:10]=2 |f:5.6|. Procedure details: A solution of 5-Methoxy-2-methyl-1H-indole (2 g, 12.4 mmol) in 10 mL dichloromethane was cooled to −78° C. A 1.0 M solution of BBr3 in dichloromethane (30 mL, 30.0 mmol) was added and the resultant mixture was stirred at −78° C. for three hours. The reaction was carefully quenched into ice water and extracted with dichloromethane two times. The combined organic layers were washed with brine, dried over magnesium sulfate, and evaporated under reduced pressure to give a dark oil. Silica gel chroma... Starting materials: CI, CC(=O)O, CCO, Cc1ccc(Cc2c[nH]c(=S)[nH]c2=O)cn1, [Na+], [OH-], O. The product is CSc1ncc(Cc2ccc(C)nc2)c(=O)[nH]1. RXN SMILES: [CH3:1][I:2].[CH3:21][C:22](=[O:23])[OH:24].[CH3:26][CH2:27][OH:28].[CH3:3][c:4]1[cH:5][cH:6][c:7]([CH2:10][c:11]2[c:12](=[O:18])[nH:13][c:14](=[S:17])[nH:15][cH:16]2)[cH:8][n:9]1.[Na+:20].[OH-:19].[OH2:25]>>[CH3:3][c:4]1[cH:5][cH:6][c:7]([CH2:10][c:11]2[c:12](=[O:18])[nH:13][c:14]([S:17][CH3:21])[n:15][cH:16]2)[cH:8][n:9]1.